describe an organic reaction: reactants, conditions, products, and yield From a dataset of the Open Reaction Database (ORD), a public repository of structured organic reaction records. Reactants: O (water), CC=1N=C2N3C1C(NC3=CC=C2)=O (1,2-dihydro-3-methyl-1,4,7b-triazacyclopent[cd]inden-2-one), BrCCCN1C(C=2C(C1=O)=CC=CC2)=O (N-(3-bromopropyl)phthalimide), [H-].[Na+] (sodium hydride). Solvent: CN(C)C=O (DMF). Yields the product CC=1N=C2N3C1C(N(C3=CC=C2)CCCN2C(C=3C(C2=O)=CC=CC3)=O)=O (1,2-Dihydro-3-methyl-1-[3-(phthalimido)propan-1-yl]-1,4,7b-triazacyclopent[cd]inden-2-one). The yield is 31.7%. RXN SMILES: [CH3:1][C:2]1[N:3]=[C:4]2[CH:12]=[CH:11][CH:10]=[C:9]3[N:5]2[C:6]=1[C:7](=[O:13])[NH:8]3.[H-].[Na+].Br[CH2:17][CH2:18][CH2:19][N:20]1[C:24](=[O:25])[C:23]2=[CH:26][CH:27]=[CH:28][CH:29]=[C:22]2[C:21]1=[O:30].O>CN(C=O)C>[CH3:1][C:2]1[N:3]=[C:4]2[CH:12]=[CH:11][CH:10]=[C:9]3[N:5]2[C:6]=1[C:7](=[O:13])[N:8]3[CH2:17][CH2:18][CH2:19][N:20]1[C:24](=[O:25])[C:23]2=[CH:26][CH:27]=[CH:28][CH:29]=[C:22]2[C:21]1=[O:30] |f:1.2|. Procedure details: To a suspension of 8.66 g (50 mmol) of 1,2-dihydro-3-methyl-1,4,7b-triazacyclopent[cd]inden-2-one in 100 ml of DMF was added, while stirring under ice-cooling, 2.20 g (55 mmol) of 60% sodium hydride (dispersion in oil). The mixture was stirred for 20 minutes at the same temperature. To the reaction mixture was added 13.14 g (50 mmol) of N-(3-bromopropyl)phthalimide. The mixture was stirred for 7 hours at 100° C. After cooling, the reaction mixture was poured into water, which was subjected to ex... The reactants are C1=CC2=NO[N+](=C2C=C1)[O-] (benzofuroxan), C(C)=O (acetaldehyde). The solvent is C(C)N(CC)CC (triethylamine). Conditions: time 24 hour. Product: C1=CC=C2C(=C1)N(C=C[N+]2=O)[O-] (Quinoxaline-di-N-Oxide). As a reaction SMILES: [CH:1]1[CH:9]=[CH:8][C:7]2[C:3](=[N:4][O:5][N+:6]=2[O-:10])[CH:2]=1.[CH:11](=O)[CH3:12]>C(N(CC)CC)C>[CH:9]1[CH:8]=[C:7]2[N:6]([O-:10])[CH:11]=[CH:12][N+:4](=[O:5])[C:3]2=[CH:2][CH:1]=1. Procedure: A mixture of benzofuroxan (2.5 g.), acetaldehyde (2.5 ml.) and triethylamine (20 ml.) is allowed to stand at room temperature for 24 hours. The solid material which precipitates is filtered and dried to give product, M.P. 223°-224° C. dec. (MIC against P. vulgaris is 12.5 mcg./ml.). Reactants: CC#N, C#Cc1c(C#N)nn(-c2c(Cl)cc(OC(F)(F)F)cc2Cl)c1N, Cc1ccc(S(=O)(=O)O)cc1. The product is CC(=O)c1c(C#N)nn(-c2c(Cl)cc(OC(F)(F)F)cc2Cl)c1N. RXN SMILES: [CH3:35][C:36]#[N:37].[NH2:1][c:2]1[c:3]([C:22]#[CH:23])[c:4]([C:20]#[N:21])[n:5][n:6]1-[c:7]1[c:8]([Cl:19])[cH:9][c:10]([O:14][C:15]([F:16])([F:17])[F:18])[cH:11][c:12]1[Cl:13].[c:24]1([CH3:25])[cH:26][cH:27][c:28]([S:29]([OH:30])(=[O:31])=[O:32])[cH:33][cH:34]1>>[NH2:1][c:2]1[c:3]([C:22]([CH3:23])=[O:31])[c:4]([C:20]#[N:21])[n:5][n:6]1-[c:7]1[c:8]([Cl:19])[cH:9][c:10]([O:14][C:15]([F:16])([F:17])[F:18])[cH:11][c:12]1[Cl:13].